This data is from the Open Reaction Database (ORD), a public repository of structured organic reaction records. The task is: describe an organic reaction: reactants, conditions, products, and yield Starting materials: C1(CC1)C=1C=C(C(=C(C1)NC1CCN(CC1)C(=O)OC(C)(C)C)[N+](=O)[O-])F (1,1-Dimethylethyl 4-[(5-cyclopropyl-3-fluoro-2-nitrophenyl)amino]-1-piperidinecarboxylate). The reagents and catalysts are [Pd] (palladium). Run in CO (MeOH). Product: NC1=C(C=C(C=C1F)C1CC1)NC1CCN(CC1)C(=O)OC(C)(C)C (1,1-Dimethylethyl 4-[(2-amino-5-cyclopropyl-3-fluorophenyl)amino]-1-piperidinecarboxylate). Isolated yield 100.2%. RXN SMILES: [CH:1]1([C:4]2[CH:5]=[C:6]([F:27])[C:7]([N+:24]([O-])=O)=[C:8]([NH:10][CH:11]3[CH2:16][CH2:15][N:14]([C:17]([O:19][C:20]([CH3:23])([CH3:22])[CH3:21])=[O:18])[CH2:13][CH2:12]3)[CH:9]=2)[CH2:3][CH2:2]1>CO.[Pd]>[NH2:24][C:7]1[C:6]([F:27])=[CH:5][C:4]([CH:1]2[CH2:3][CH2:2]2)=[CH:9][C:8]=1[NH:10][CH:11]1[CH2:16][CH2:15][N:14]([C:17]([O:19][C:20]([CH3:23])([CH3:22])[CH3:21])=[O:18])[CH2:13][CH2:12]1. Procedure: 1,1-Dimethylethyl 4-[(5-cyclopropyl-3-fluoro-2-nitrophenyl)amino]-1-piperidinecarboxylate (D26, 0.8 mmol, 300 mg) was dissolved in MeOH (15 ml) and it was reduced by THALIS H-CUBE apparatus (bought from Asynt) using a palladium cartridge. The process yielded 280 mgs of the title compound, complete conversion, M+-COOC(CH3)3=250. The reactants are O=C1c2ccccc2C(=O)N1CCBr, O=C([O-])[O-], [Cs+], [Cs+], CN(C)C=O, O, CC(C)(C)OC(=O)c1cc[nH]n1. Product: CC(C)(C)OC(=O)c1ccn(CCN2C(=O)c3ccccc3C2=O)n1. As a reaction SMILES: [Br:13][CH2:14][CH2:15][N:16]1[C:17](=[O:26])[c:18]2[c:19]([cH:22][cH:23][cH:24][cH:25]2)[C:20]1=[O:21].[C:27](=[O:28])([O-:29])[O-:30].[Cs+:31].[Cs+:32].[O:33]=[CH:34][N:35]([CH3:36])[CH3:37].[OH2:38].[nH:1]1[n:2][c:3]([C:6](=[O:7])[O:8][C:9]([CH3:10])([CH3:11])[CH3:12])[cH:4][cH:5]1>>[n:1]1([CH2:14][CH2:15][N:16]2[C:17](=[O:26])[c:18]3[c:19]([cH:22][cH:23][cH:24][cH:25]3)[C:20]2=[O:21])[n:2][c:3]([C:6](=[O:7])[O:8][C:9]([CH3:10])([CH3:11])[CH3:12])[cH:4][cH:5]1. Starting materials: COC1=C(C(=O)N2CC(CC2)(CCOS(=O)(=O)C)C2=CC=CC=C2)C=CC(=C1OC)OC (1-(2,3,4-trimethoxybenzoyl)-3-phenyl-3-(2-methanesulfonyloxyethyl)pyrrolidine), I.C(C)OCCN1C(=NC2=C1C=CC=C2)N2CCNCCC2 (4-(1-(2-ethoxyethyl)-1H-benzimidazol-2-yl)[1,4]diazepane hydriodic acid salt). Product: COC1=C(C(=O)N2CC(CC2)(C2=CC=CC=C2)CCN2CCN(CCC2)C2=NC3=C(N2CCOCC)C=CC=C3)C=CC(=C1OC)OC ((+)-1-(2,3,4-Trimethoxybenzoyl)-3-(2-(4-(1(2-ethoxyethyl)-1H-benzimidazol-2-yl)[1,4]diazepan-1-yl)ethyl)-3-phenylpyrrolidine). As a reaction SMILES: [CH3:1][O:2][C:3]1[C:28]([O:29][CH3:30])=[C:27]([O:31][CH3:32])[CH:26]=[CH:25][C:4]=1[C:5]([N:7]1[CH2:11][CH2:10][C:9]([C:19]2[CH:24]=[CH:23][CH:22]=[CH:21][CH:20]=2)([CH2:12][CH2:13]OS(C)(=O)=O)[CH2:8]1)=[O:6].I.[CH2:34]([O:36][CH2:37][CH2:38][N:39]1[C:43]2[CH:44]=[CH:45][CH:46]=[CH:47][C:42]=2[N:41]=[C:40]1[N:48]1[CH2:54][CH2:53][CH2:52][NH:51][CH2:50][CH2:49]1)[CH3:35]>>[CH3:1][O:2][C:3]1[C:28]([O:29][CH3:30])=[C:27]([O:31][CH3:32])[CH:26]=[CH:25][C:4]=1[C:5]([N:7]1[CH2:11][CH2:10][C:9]([CH2:12][CH2:13][N:51]2[CH2:52][CH2:53][CH2:54][N:48]([C:40]3[N:39]([CH2:38][CH2:37][O:36][CH2:34][CH3:35])[C:43]4[CH:44]=[CH:45][CH:46]=[CH:47][C:42]=4[N:41]=3)[CH2:49][CH2:50]2)([C:19]2[CH:24]=[CH:23][CH:22]=[CH:21][CH:20]=2)[CH2:8]1)=[O:6] |f:1.2|. Reported procedure: Prepare by the method of Example 7.6 using 1-(2,3,4-trimethoxybenzoyl)-3-phenyl-3-(2-methanesulfonyloxyethyl)pyrrolidine and 4-(1-(2-ethoxyethyl)-1H-benzimidazol-2-yl)[1,4]diazepane hydriodic acid salt to give the title compound. [α]2D0=+15.1 (c=0.83, chloroform). The reactants are O (water), C(C)OC=1C=C(C=CC1OC)C1=NNC([C@H]2CC=CC[C@@H]12)=O ((cis)-4-(3-Ethoxy-4-methoxyphenyl)-4a,5,8,8a-tetrahydro-2H-phthalazin-1-one), C(=O)([O-])[O-].[K+].[K+] (K2CO3), C(C)I (ethyliodide), CN1C(CCC1)=O (N-methyl-pyrrolidinone). The product is C(C)OC=1C=C(C=CC1OC)C1=NN(C([C@H]2CC=CC[C@@H]12)=O)C1CCCC1 ((cis)-4-(3-Ethoxy-4-methoxyphenyl)-2-cyclopentyl-4a,5,8,8a-tetrahydro-2H-phthalazin-1-one). Reaction SMILES: [CH2:1]([O:3][C:4]1[CH:5]=[C:6]([C:12]2[C@H:21]3[C@H:16]([CH2:17][CH:18]=[CH:19][CH2:20]3)[C:15](=[O:22])[NH:14][N:13]=2)[CH:7]=[CH:8][C:9]=1[O:10][CH3:11])[CH3:2].C([O-])([O-])=O.[K+].[K+].[CH2:29](I)[CH3:30].O.CN1C[CH2:37][CH2:36][C:35]1=O>>[CH2:1]([O:3][C:4]1[CH:5]=[C:6]([C:12]2[C@H:21]3[C@H:16]([CH2:17][CH:18]=[CH:19][CH2:20]3)[C:15](=[O:22])[N:14]([CH:30]3[CH2:29][CH2:37][CH2:36][CH2:35]3)[N:13]=2)[CH:7]=[CH:8][C:9]=1[O:10][CH3:11])[CH3:2] |f:1.2.3|. Reported procedure: A solution of 0.5 g of compound 6, 0.8 g of K2CO3 and 0.3 g of ethyliodide was stirred in 20 ml of N-methyl-pyrrolidinone for 4 h at 70° C. After cooling to room temperature, the reaction mixture was poured into 200 ml of water and this mixture was extracted with diethyl ether. After drying over magnesium sulfate, the solvent was evaporated and the compound crystallized from methanol, M.p. 124-127° C. Starting materials: C(C)(C)(C)OC(=O)N1C(C=C(C=C1C)Cl)C1CCCC1 (1-(tert-Butoxycarbonyl)-4-chloro-6-methyl-2-cyclopentyl-1,2-dihydropyridine), C([O-])([O-])=O.[Li+].[Li+] (lithium carbonate), [H][H] (hydrogen). Reagents/catalysts: [Pd] (Pd/C). The solvent is CO (MeOH). The product is C(C)(C)(C)OC(=O)N1C(CCC=C1C)C1CCCC1 (1-(tert-Butoxycarbonyl)-6-methyl-2-cyclopentyl-1,2,3,4-tetrahydropyridine). Reaction SMILES: [C:1]([O:5][C:6]([N:8]1[C:13]([CH3:14])=[CH:12][C:11](Cl)=[CH:10][CH:9]1[CH:16]1[CH2:20][CH2:19][CH2:18][CH2:17]1)=[O:7])([CH3:4])([CH3:3])[CH3:2].C(=O)([O-])[O-].[Li+].[Li+].[H][H]>CO.[Pd]>[C:1]([O:5][C:6]([N:8]1[C:13]([CH3:14])=[CH:12][CH2:11][CH2:10][CH:9]1[CH:16]1[CH2:17][CH2:18][CH2:19][CH2:20]1)=[O:7])([CH3:2])([CH3:3])[CH3:4] |f:1.2.3|. Reported procedure: To a stirred solution of 1-(tert-Butoxycarbonyl)-4-chloro-6-methyl-2-cyclopentyl-1,2-dihydropyridine (2.54 g, 8.53 mmol) in 175 mL of MeOH at 0° C. was added of lithium carbonate (0.63 g, 8.53 mmol) followed by 5% Pd/C. The mixture was placed under a positive pressure of hydrogen gas from a balloon, and the reaction progress was monitored by removing aliquots with a syringe, concentrating the aliquot in vacuo, and examining its 1H NMR spectrum. Upon completion, the mixture was filtered through C... Reactants: [Cl-].[Na+] (sodium chloride), C([O-])([O-])=O.[Na+].[Na+] (sodium carbonate), O.NC=1C=C(C=CC1)B(O)O (3-aminophenyl boronic acid monohydrate), ClC1=NC2=CC(=C(C=C2C(=N1)Cl)OC)OC (2,4-dichloro-6,7-dimethoxyquinazoline). The reagents and catalysts are Cl[Pd]Cl (dichloropalladium), C1(=CC=CC=C1)P(C1=CC=CC=C1)C1=CC=CC=C1 (triphenylphosphine). Solvent: O1CCCC1 (tetrahydrofuran), O (water), O1CCCC1 (tetrahydrofuran), O1CCCC1 (tetrahydrofuran). Run at temperature 25 celsius. Product: ClC1=NC2=CC(=C(C=C2C(=N1)C=1C=C(C=CC1)N)OC)OC (3-(2-chloro-6,7-dimethoxy-quinazolin-4-yl)phenylamine). The yield is 99.7%. As a reaction SMILES: C(=O)([O-])[O-].[Na+].[Na+].O.[NH2:8][C:9]1[CH:10]=[C:11](B(O)O)[CH:12]=[CH:13][CH:14]=1.[Cl:18][C:19]1[N:28]=[C:27](Cl)[C:26]2[C:21](=[CH:22][C:23]([O:32][CH3:33])=[C:24]([O:30][CH3:31])[CH:25]=2)[N:20]=1.[Cl-].[Na+]>O1CCCC1.Cl[Pd]Cl.C1(P(C2C=CC=CC=2)C2C=CC=CC=2)C=CC=CC=1.O>[Cl:18][C:19]1[N:28]=[C:27]([C:13]2[CH:14]=[C:9]([NH2:8])[CH:10]=[CH:11][CH:12]=2)[C:26]2[C:21](=[CH:22][C:23]([O:32][CH3:33])=[C:24]([O:30][CH3:31])[CH:25]=2)[N:20]=1 |f:0.1.2,3.4,6.7|. Procedure: To 634 g of sodium carbonate (5.98 mol) was added 2.91 kg of water under a nitrogen atmosphere, followed by stirring for dissolution. To the solution were added 3.0 L of tetrahydrofuran, 431 g of 3-aminophenyl boronic acid monohydrate (2.78 mol), 30.4 g of triphenylphosphine (0.116 mol) and 26.0 g of dichloropalladium (0.116 mol) in this order. To the mixture was dropwise added a solution of 2,4-dichloro-6,7-dimethoxyquinazoline (600 g; 2.32 mol) in tetrahydrofuran (12.0 L) over 2 hours while st... The reactants are CN(C)C=O, [H-], [H][H], [Na+], BrCCOc1ccc(Oc2ccccc2)cc1, O, Oc1ccccn1. The product is c1ccc(Oc2ccc(OCCOc3ccccn3)cc2)cc1. Reaction SMILES: [CH3:29][N:30]([CH3:31])[CH:32]=[O:33].[H-:1].[H:10][H:11].[Na+:2].[O:12]([c:13]1[cH:14][cH:15][cH:16][cH:17][cH:18]1)[c:19]1[cH:20][cH:21][c:22]([O:23][CH2:24][CH2:25][Br:26])[cH:27][cH:28]1.[OH2:34].[OH:3][c:4]1[n:5][cH:6][cH:7][cH:8][cH:9]1>>[O:3]([c:4]1[n:5][cH:6][cH:7][cH:8][cH:9]1)[CH2:25][CH2:24][O:23][c:22]1[cH:21][cH:20][c:19]([O:12][c:13]2[cH:14][cH:15][cH:16][cH:17][cH:18]2)[cH:28][cH:27]1.